From a dataset of the Open Reaction Database (ORD), a public repository of structured organic reaction records. describe an organic reaction: reactants, conditions, products, and yield Reactants: BrC1=CN=C2N1N=C(C=C2)Cl (3-Bromo-6-chloro-imidazo[1,2-b]pyridazine), C(C)[Mg]Br (ethylmagnesium bromide), FC1=C(C=C2C=CC=NC2=C1)C=O (7-fluoro-quinoline-6-carbaldehyde), FC1=C(C=C2C=CC=NC2=C1)C=O (7-fluoro-quinoline-6-carbaldehyde). Solvent: C1CCOC1 (THF), C1CCOC1 (THF). Reaction conditions: temperature 0 celsius, time 30 minute. The product is ClC=1C=CC=2N(N1)C(=CN2)C(O)C=2C=C1C=CC=NC1=CC2F ((rac)-(6-Chloro-imidazo[1,2-b]pyridazin-3-yl)-(7-fluoro-quinolin-6-yl)-methanol). As a reaction SMILES: Br[C:2]1[N:6]2[N:7]=[C:8]([Cl:11])[CH:9]=[CH:10][C:5]2=[N:4][CH:3]=1.C([Mg]Br)C.[F:16][C:17]1[CH:26]=[C:25]2[C:20]([CH:21]=[CH:22][CH:23]=[N:24]2)=[CH:19][C:18]=1[CH:27]=[O:28]>C1COCC1>[Cl:11][C:8]1[CH:9]=[CH:10][C:5]2[N:6]([C:2]([CH:27]([C:18]3[CH:19]=[C:20]4[C:25](=[CH:26][C:17]=3[F:16])[N:24]=[CH:23][CH:22]=[CH:21]4)[OH:28])=[CH:3][N:4]=2)[N:7]=1. Procedure details: 3-Bromo-6-chloro-imidazo[1,2-b]pyridazine (1.327 g, 5.71 mmol) was dissolved THF (40 mL) and under nitrogen conditions, it was cooled down to 0° C. and ethylmagnesium bromide solution (1 M, 6.85 mL) was added. The RM was stirred at rt for 30 min then a solution of 7-fluoro-quinoline-6-carbaldehyde (Intermediate B), (1.0 g, 5.71 mmol) in THF (20 mL) was added by 0° C. The RM was stirred at rt for 2 h. The solvent was partially removed by evaporation and water (40 mL) was added to the residual mas... Starting materials: OC=1C(=NN(C1C1=CC=C(C=C1)C(F)(F)F)C)C(C)=O (1-[4-Hydroxy-1-methyl-5-(4-trifluoromethylphenyl)-1H-pyrazol-3-yl]ethanone), N1=CC=C(C=C1)CNC(=O)C=1SC(=CC1)C(=O)NN (5-hydrazinocarbonylthiophene-2-carboxylic acid 4-picolylamide), CS(=O)C (dimethyl sulfoxide). Product: OC=1C(=NN(C1C1=CC=C(C=C1)C(F)(F)F)C)C(C)=NNC(=O)C1=CC=C(S1)C(=O)O (5-{1-[4-hydroxy-1-methyl-5-(4-trifluoromethylphenyl)-1H-pyrazol-3-yl]ethylidenehydrazinocarbonyl}thiophene-2-carboxylic Acid). Yield: 56.0%. As a reaction SMILES: [OH:1][C:2]1[C:3]([C:18](=O)[CH3:19])=[N:4][N:5]([CH3:17])[C:6]=1[C:7]1[CH:12]=[CH:11][C:10]([C:13]([F:16])([F:15])[F:14])=[CH:9][CH:8]=1.N1C=CC(CN[C:29]([C:31]2[S:32][C:33]([C:36]([NH:38][NH2:39])=[O:37])=[CH:34][CH:35]=2)=[O:30])=CC=1.CS(C)=[O:42]>>[OH:1][C:2]1[C:3]([C:18](=[N:39][NH:38][C:36]([C:33]2[S:32][C:31]([C:29]([OH:30])=[O:42])=[CH:35][CH:34]=2)=[O:37])[CH3:19])=[N:4][N:5]([CH3:17])[C:6]=1[C:7]1[CH:12]=[CH:11][C:10]([C:13]([F:16])([F:15])[F:14])=[CH:9][CH:8]=1. Reported procedure: 1-[4-Hydroxy-1-methyl-5-(4-trifluoromethylphenyl)-1H-pyrazol-3-yl]ethanone (50 mg, 0.18 mmol) in dimethyl sulfoxide (0.88 mL) was heated with 5-hydrazinocarbonylthiophene-2-carboxylic acid 4-picolylamide prepared in Reference Synthetic Example 4 at 100° C. for 24 hours. The solvent was evaporated, and the residue was washed with water and chloroform to give 54 mg of the desired product (yield 56%).